Task: describe an organic reaction: reactants, conditions, products, and yield. Dataset: the Open Reaction Database (ORD), a public repository of structured organic reaction records Starting materials: O (water), CI (methyl iodide), FC1=C(C=CC=C1)C=1C2=C(NC(N1)=O)SC1=C2CCCC1 (4-(o-fluorophenyl)-1,2,5,6,7,8-hexahydrobenzothieno[2,3-d]pyrimidin-2-one), [H-].[Na+] (sodium hydride). Run in CN(C=O)C (dimethylformamide), CN(C=O)C (dimethylformamide). Conditions: time 1 hour. Yields the product COC=1N=C(C2=C(N1)SC1=C2CCCC1)C1=C(C=CC=C1)F (2-methoxy-4-(o-fluorophenyl)-5,6,7,8-tetrahydrobenzothieno[2,3-d]pyrimidine). Reaction SMILES: [F:1][C:2]1[CH:7]=[CH:6][CH:5]=[CH:4][C:3]=1[C:8]1[C:9]2[C:17]3[CH2:18][CH2:19][CH2:20][CH2:21][C:16]=3[S:15][C:10]=2[NH:11][C:12](=[O:14])[N:13]=1.[H-].[Na+].[CH3:24]I.O>CN(C)C=O>[CH3:24][O:14][C:12]1[N:13]=[C:8]([C:3]2[CH:4]=[CH:5][CH:6]=[CH:7][C:2]=2[F:1])[C:9]2[C:17]3[CH2:18][CH2:19][CH2:20][CH2:21][C:16]=3[S:15][C:10]=2[N:11]=1 |f:1.2|. Procedure details: To a solution of 16.1 g of 4-(o-fluorophenyl)-1,2,5,6,7,8-hexahydrobenzothieno[2,3-d]pyrimidin-2-one in 322 of dimethylformamide is added 2.88 g of 67% sodium hydride. The mixture is stirred for 1 hour at room temperature, and 22.83 g of methyl iodide in 68 ml of dimethylformamide is added thereto at 10°C. The resulting reaction mixture is stirred for 2 hours at room temperature, then poured into water and extracted with chloroform. The chloroform extracts are washed with water, dried over sodiu...